From a dataset of the Open Reaction Database (ORD), a public repository of structured organic reaction records. describe an organic reaction: reactants, conditions, products, and yield Reactants: CC(C)C(=O)O, Cl, Cl, Cl, NC1CCC(CCN2CCN(c3nccc4c3OCC4)CC2)CC1. Product: CC(C)C(=O)NC1CCC(CCN2CCN(c3nccc4c3OCC4)CC2)CC1. As a reaction SMILES: [CH3:28][CH:29]([CH3:30])[C:31]([OH:32])=[O:33].[ClH:1].[ClH:2].[ClH:3].[O:4]1[CH2:5][CH2:6][c:7]2[c:8]1[c:9]([N:13]1[CH2:14][CH2:15][N:16]([CH2:19][CH2:20][CH:21]3[CH2:22][CH2:23][CH:24]([NH2:27])[CH2:25][CH2:26]3)[CH2:17][CH2:18]1)[n:10][cH:11][cH:12]2>>[O:4]1[CH2:5][CH2:6][c:7]2[c:8]1[c:9]([N:13]1[CH2:14][CH2:15][N:16]([CH2:19][CH2:20][CH:21]3[CH2:22][CH2:23][CH:24]([NH:27][C:31]([CH:29]([CH3:28])[CH3:30])=[O:32])[CH2:25][CH2:26]3)[CH2:17][CH2:18]1)[n:10][cH:11][cH:12]2. Yields the product C(C(=C)C)(=O)OCCC (Propyl Methacrylate). Reaction SMILES: O=[Si]=O.C(O)C.[C:7]([O:12][CH2:13][CH2:14][CH2:15][Si](OC)(OC)OC)(=[O:11])[C:8]([CH3:10])=[CH2:9]>O>[C:7]([O:12][CH2:13][CH2:14][CH3:15])(=[O:11])[C:8]([CH3:10])=[CH2:9]. Procedure: 100 g of Ludox TMA® [available from Helm AG; 34% nanosilica dispersion in water] is mixed with 100 ml of ethanol. To this mixture is added 11.7 g (25.6 mmol) of a photoinitiator [see reaction scheme] and 12.7 g (51 mmol) of 3-(trimethoxysilyl)propyl methacrylate at room temperature. The mixture is stirred at 50° C. for 20 hours. The amount of solvent is halved by evaporation in the rotary evaporator. By adding 150 ml of cyclohexane the product precipitates and is separated by centrifugation. Aft... Run in O (water). Reaction conditions: temperature 50 celsius, time 20 hour. Reactants: O=[Si]=O (Ludox), C(C)O (ethanol), C(C(=C)C)(=O)OCCC[Si](OC)(OC)OC (3-(trimethoxysilyl)propyl methacrylate).